This data is from the Open Reaction Database (ORD), a public repository of structured organic reaction records. The task is: describe an organic reaction: reactants, conditions, products, and yield Starting materials: FC=1C=C(C=CC1N1C[C@@]2(CCN(C2=O)[C@@H]2CC[C@H](CC2)O)CCC1)NS(=O)(=O)C (N-{3-fluoro-4-[(5S)-2-(trans-4-hydroxycyclohexyl)-1-oxo-2,7-diazaspiro[4.5]dec-7-yl]phenyl}methanesulfonamide), CI (methyl iodide), C([O-])([O-])=O.[K+].[K+] (potassium carbonate), CC(=O)C (acetone). Run at time 2 hour. Product: FC=1C=C(C=CC1N1C[C@@]2(CCN(C2=O)[C@@H]2CC[C@H](CC2)O)CCC1)N(S(=O)(=O)C)C (N-{3-Fluoro-4-[(5S)-2-(trans-4-hydroxycyclohexyl)-1-oxo-2,7-diazaspiro[4.5]dec-7-yl]phenyl}-N-methylmethanesulfonamide). RXN SMILES: [F:1][C:2]1[CH:3]=[C:4]([NH:26][S:27]([CH3:30])(=[O:29])=[O:28])[CH:5]=[CH:6][C:7]=1[N:8]1[CH2:25][CH2:24][CH2:23][C@@:10]2([C:14](=[O:15])[N:13]([C@H:16]3[CH2:21][CH2:20][C@H:19]([OH:22])[CH2:18][CH2:17]3)[CH2:12][CH2:11]2)[CH2:9]1.CI.[C:33](=O)([O-])[O-].[K+].[K+].CC(C)=O>>[F:1][C:2]1[CH:3]=[C:4]([N:26]([CH3:33])[S:27]([CH3:30])(=[O:29])=[O:28])[CH:5]=[CH:6][C:7]=1[N:8]1[CH2:25][CH2:24][CH2:23][C@@:10]2([C:14](=[O:15])[N:13]([C@H:16]3[CH2:17][CH2:18][C@H:19]([OH:22])[CH2:20][CH2:21]3)[CH2:12][CH2:11]2)[CH2:9]1 |f:2.3.4|. Reported procedure: A mixture of N-{3-fluoro-4-[(5S)-2-(trans-4-hydroxycyclohexyl)-1-oxo-2,7-diazaspiro[4.5]dec-7-yl]phenyl}methanesulfonamide (20 mg, 0.00006 mol, example 312), methyl iodide (4.1 μL, 0.000066 mol), and potassium carbonate (10 mg, in excess) in acetone (2 mL, 0.03 mol) was stirred at rt for 2 h and then heated to 40° C. for 2 h. The reaction mixture was allowed to cool to rt and was purified by prep-HPLC to afford the desired product. LC-MS: 454.2 (M+H)+. The reactants are [Al+3], [BH4-], C1CCOC1, Cc1ccccc1, COc1ccc([PH](=O)c2ccc(OC)cc2)cc1, [Ce+3], [Cl-], [Cl-], [Cl-], [H-], [H-], [H-], [H-], [Li+], [Na+], O. Yields the product B, COc1ccc(Pc2ccc(OC)cc2)cc1. RXN SMILES: [Al+3:26].[BH4-:5].[CH2:31]1[O:32][CH2:33][CH2:34][CH2:35]1.[CH3:36][c:37]1[cH:38][cH:39][cH:40][cH:41][cH:42]1.[CH3:7][O:8][c:9]1[cH:10][cH:11][c:12]([PH:15]([c:16]2[cH:17][cH:18][c:19]([O:22][CH3:23])[cH:20][cH:21]2)=[O:24])[cH:13][cH:14]1.[Ce+3:2].[Cl-:1].[Cl-:3].[Cl-:4].[H-:25].[H-:28].[H-:29].[H-:30].[Li+:27].[Na+:6].[OH2:43]>>[BH3:5].[CH3:7][O:8][c:9]1[cH:10][cH:11][c:12]([PH:15][c:16]2[cH:17][cH:18][c:19]([O:22][CH3:23])[cH:20][cH:21]2)[cH:13][cH:14]1.